describe an organic reaction: reactants, conditions, products, and yield From a dataset of the Open Reaction Database (ORD), a public repository of structured organic reaction records. The reactants are B(Br)(Br)Br (boron tribromide), COCC1=C(C=CC=C1)NC(OC)=O (methyl N-(2-methoxymethylphenyl)-carbamate), C(=O)(O)[O-].[Na+] (NaHCO3). The solvent is C(Cl)Cl (methylene chloride), O (water). Conditions: time 2 hour. Yields the product BrCC1=C(C=CC=C1)NC(OC)=O (Methyl N-(2-bromomethylphenyl)-carbamate). RXN SMILES: B(Br)(Br)[Br:2].CO[CH2:7][C:8]1[CH:13]=[CH:12][CH:11]=[CH:10][C:9]=1[NH:14][C:15](=[O:18])[O:16][CH3:17].C([O-])(O)=O.[Na+]>C(Cl)Cl.O>[Br:2][CH2:7][C:8]1[CH:13]=[CH:12][CH:11]=[CH:10][C:9]=1[NH:14][C:15](=[O:18])[O:16][CH3:17] |f:2.3|. Reported procedure: 38.6 g (150 mmol) of boron tribromide are added dropwise to 10 g (51 mmol) of methyl N-(2-methoxymethylphenyl)-carbamate (Example 2b) in 100 ml of methylene chloride. Stirring is carried out for 2 hours, after which the vigorously stirred reaction mixture is added dropwise to a solution of 11.8 g (0.17 mol) of NaHCO3 in water. The organic phase is separated off and the aqueous phase is extracted once with methylene chloride and once with ethyl acetate. The combined organic phases are dried over ... Reactants: B(Br)(Br)Br (boron tribromide), B(Br)(Br)Br (boron tribromide), C(C)OC(CCCCC1=NOC(=C1)C1=C(C=CC=C1)OC)=O (5-[5-(2-methoxy-phenyl)-isoxazol-3-yl]-pentanoic acid ethyl ester), B(Br)(Br)Br (boron tribromide). The solvent is C(Cl)Cl (CH2Cl2). Run at time 4 hour. The product is C(C)OC(CCCCC1=NOC(=C1)C1=C(C=CC=C1)O)=O (5-[5-(2-Hydroxy-phenyl)-isoxazol-3-yl]-pentanoic acid ethyl ester). The yield is 95.0%. Reaction SMILES: B(Br)(Br)Br.[CH2:5]([O:7][C:8](=[O:26])[CH2:9][CH2:10][CH2:11][CH2:12][C:13]1[CH:17]=[C:16]([C:18]2[CH:23]=[CH:22][CH:21]=[CH:20][C:19]=2[O:24]C)[O:15][N:14]=1)[CH3:6]>C(Cl)Cl>[CH2:5]([O:7][C:8](=[O:26])[CH2:9][CH2:10][CH2:11][CH2:12][C:13]1[CH:17]=[C:16]([C:18]2[CH:23]=[CH:22][CH:21]=[CH:20][C:19]=2[OH:24])[O:15][N:14]=1)[CH3:6]. Procedure details: Add boron tribromide (43 mL, 43 mmol, 1.0 M solution in CH2Cl2) dropwise over 30 minutes to a stirred 0° C. solution of 5-[5-(2-methoxy-phenyl)-isoxazol-3-yl]-pentanoic acid ethyl ester (5.20 g, 17.1 mmol) in CH2Cl2 (45 mL). Allow to warm to room temperature overnight. Add boron tribromide (17 mL, 17 mmol, 1.0 M solution in CH2Cl2) and stir at room temperature under N2. After 4 hours, add boron tribromide (17 mL, 17 mmol, 1.0 M solution in CH2Cl2) and stir at room temperature under N2. After 2 h...